Task: describe an organic reaction: reactants, conditions, products, and yield. Dataset: the Open Reaction Database (ORD), a public repository of structured organic reaction records Reactants: [N+](=O)([O-])C1=CC(=C(C=C1)N1CCN(CC1)C1COC1)OCCOC1OCCCC1 (1-(4-nitro-2-(2-((tetrahydro-2H-pyran-2-yl)oxy)ethoxy)phenyl)-4-(oxetan-3-yl)piperazine). Reagents/catalysts: [Pd] (Pd/C). Solvent: C(C)O (ethanol). Run at time 2 hour. The product is O1CC(C1)N1CCN(CC1)C1=C(C=C(N)C=C1)OCCOC1OCCCC1 (4-(4-(oxetan-3-yl)piperazin-1-yl)-3-(2-((tetrahydro-2H-pyran-2-yl)oxy)ethoxy)aniline). As a reaction SMILES: [N+:1]([C:4]1[CH:9]=[CH:8][C:7]([N:10]2[CH2:15][CH2:14][N:13]([CH:16]3[CH2:19][O:18][CH2:17]3)[CH2:12][CH2:11]2)=[C:6]([O:20][CH2:21][CH2:22][O:23][CH:24]2[CH2:29][CH2:28][CH2:27][CH2:26][O:25]2)[CH:5]=1)([O-])=O>C(O)C.[Pd]>[O:18]1[CH2:17][CH:16]([N:13]2[CH2:14][CH2:15][N:10]([C:7]3[CH:8]=[CH:9][C:4]([NH2:1])=[CH:5][C:6]=3[O:20][CH2:21][CH2:22][O:23][CH:24]3[CH2:29][CH2:28][CH2:27][CH2:26][O:25]3)[CH2:11][CH2:12]2)[CH2:19]1. Procedure: To a suspension of 1-(4-nitro-2-(2-((tetrahydro-2H-pyran-2-yl)oxy)ethoxy)phenyl)-4-(oxetan-3-yl)piperazine XXIII (2100 mg, 5.1 mmol) in ethanol (50 mL) was added 10% Pd/C (50% wet, 390 mg dry weight) in a 500-mL Parr hydrogenation bottle. The bottle was evacuated, charged with hydrogen gas to a pressure of 50 psi and shaken at rt for 2 h on a Parr hydrogenation apparatus. The reaction mixture was filtered, and washed with ethanol. The filtrate was concentrated in vacuo to give 4-(4-(oxetan-3-yl)... Starting materials: CNC(=O)c1c(-c2ccc(F)cc2)oc2ccc(-c3cc(C(=O)OC)cc(OCc4ccccc4)c3C)cc12, C1CCOC1, CO, Cl, [Na+], [OH-]. Product: CNC(=O)c1c(-c2ccc(F)cc2)oc2ccc(-c3cc(C(=O)O)cc(OCc4ccccc4)c3C)cc12. RXN SMILES: [CH2:1]([c:2]1[cH:3][cH:4][cH:5][cH:6][cH:7]1)[O:8][c:9]1[cH:10][c:11]([C:12](=[O:13])[O:14][CH3:15])[cH:16][c:17](-[c:20]2[cH:21][cH:22][c:23]3[c:24]([c:25]([C:35]([NH:36][CH3:37])=[O:38])[c:26](-[c:28]4[cH:29][cH:30][c:31]([F:34])[cH:32][cH:33]4)[o:27]3)[cH:39]2)[c:18]1[CH3:19].[CH2:45]1[O:46][CH2:47][CH2:48][CH2:49]1.[CH3:43][OH:44].[ClH:42].[Na+:41].[OH-:40]>>[CH2:1]([c:2]1[cH:3][cH:4][cH:5][cH:6][cH:7]1)[O:8][c:9]1[cH:10][c:11]([C:12](=[O:13])[OH:14])[cH:16][c:17](-[c:20]2[cH:21][cH:22][c:23]3[c:24]([c:25]([C:35]([NH:36][CH3:37])=[O:38])[c:26](-[c:28]4[cH:29][cH:30][c:31]([F:34])[cH:32][cH:33]4)[o:27]3)[cH:39]2)[c:18]1[CH3:19]. Starting materials: NC1=C(C(=NO1)C1=C(C=CC=C1)OC(F)(F)F)C(=O)O (5-amino-3-(2-(trifluoromethoxy)phenyl)isoxazol-4-carboxylic acid), Cl.C(C)N=C=NCCCN(C)C (1-ethyl-3-(dimethylaminopropyl)carbodiimide hydrochloride), COC=1C=C(C=CC1)N1CCNCC1 (1-(3-methoxyphenyl)piperazine). Run in ClCCl (dichloromethane). The product is NC1=C(C(=NO1)C1=C(C=CC=C1)OC(F)(F)F)C(=O)N1CCN(CC1)C1=CC(=CC=C1)OC ((5-amino-3-(2-(trifluoromethoxy)phenyl)isoxazol-4-yl)(4-(3-methoxyphenyl)piperazine-1-yl)methanone). Yield: 69.6%. As a reaction SMILES: [NH2:1][C:2]1[O:6][N:5]=[C:4]([C:7]2[CH:12]=[CH:11][CH:10]=[CH:9][C:8]=2[O:13][C:14]([F:17])([F:16])[F:15])[C:3]=1[C:18]([OH:20])=O.Cl.C(N=C=NCCCN(C)C)C.[CH3:33][O:34][C:35]1[CH:36]=[C:37]([N:41]2[CH2:46][CH2:45][NH:44][CH2:43][CH2:42]2)[CH:38]=[CH:39][CH:40]=1>ClCCl>[NH2:1][C:2]1[O:6][N:5]=[C:4]([C:7]2[CH:12]=[CH:11][CH:10]=[CH:9][C:8]=2[O:13][C:14]([F:15])([F:16])[F:17])[C:3]=1[C:18]([N:44]1[CH2:43][CH2:42][N:41]([C:37]2[CH:38]=[CH:39][CH:40]=[C:35]([O:34][CH3:33])[CH:36]=2)[CH2:46][CH2:45]1)=[O:20] |f:1.2|. Procedure: In a similar manner as described in Example 1, by using dichloromethane (30 mL), 5-amino-3-(2-(trifluoromethoxy)phenyl)isoxazol-4-carboxylic acid (530 mg, 1.84 mmol), 1-ethyl-3-(dimethylaminopropyl)carbodiimide hydrochloride (388 mg, 2.02 mmol) and 1-(3-methoxyphenyl)piperazine (354 mg, 1.84 mmol), a white solid required compound (592 mg, 1.28 mmol, 70%) was obtained. Starting materials: C(C)(=O)OCC (ethyl acetate), OC1=C(C=C(C(=C1)NS(=O)(=O)C)OC1=CC=CC=C1)C(=O)C=CC1=CC(=C(C=C1)OC)OC (2-(3,4-dimethoxyphenyl)vinyl 2-hydroxy-4-methylsulfonylamino-5-phenoxyphenyl ketone), [OH-].[Na+] (sodium hydroxide), OO (hydrogen peroxide). Solvent: O (water), CO (methanol). Run at time 10 hour. Yields the product OC1=C(OC2=C(C1=O)C=C(C(=C2)NS(=O)(=O)C)OC2=CC=CC=C2)C2=CC(=C(C=C2)OC)OC (3-hydroxy-7-methylsulfonylamino-2-(3,4-dimethoxyphenyl)-6-phenoxy-4H-1-benzopyran-4-one). Isolated yield 10.7%. RXN SMILES: [OH:1][C:2]1[CH:7]=[C:6]([NH:8][S:9]([CH3:12])(=[O:11])=[O:10])[C:5]([O:13][C:14]2[CH:19]=[CH:18][CH:17]=[CH:16][CH:15]=2)=[CH:4][C:3]=1[C:20]([CH:22]=[CH:23][C:24]1[CH:29]=[CH:28][C:27]([O:30][CH3:31])=[C:26]([O:32][CH3:33])[CH:25]=1)=[O:21].[OH-].[Na+].OO.C(OCC)(=[O:40])C>CO.O>[OH:40][C:22]1[C:20](=[O:21])[C:3]2[CH:4]=[C:5]([O:13][C:14]3[CH:19]=[CH:18][CH:17]=[CH:16][CH:15]=3)[C:6]([NH:8][S:9]([CH3:12])(=[O:11])=[O:10])=[CH:7][C:2]=2[O:1][C:23]=1[C:24]1[CH:29]=[CH:28][C:27]([O:30][CH3:31])=[C:26]([O:32][CH3:33])[CH:25]=1 |f:1.2|. Procedure details: 2.0 g of 2-(3,4-dimethoxyphenyl)vinyl 2-hydroxy-4-methylsulfonylamino-5-phenoxyphenyl ketone was suspended in 20 ml of methanol. Thereto was added 3.7 ml of a 15% aqueous sodium hydroxide solution to obtain a solution. Thereto was dropwise added 2.5 ml of a 15% aqueous hydrogen peroxide solution in 10 minutes at 0°-5° C. The mixture was stirred for 10 hours at the same temperature. The reaction mixture was introduced into a mixture of 50 ml of ethyl acetate and 50 ml of water. The organic layer ... The reactants are O=C([O-])O, C=CC(=O)Cl, ClCCl, Clc1ccc(C2CNc3c(ccc4ccccc34)S2)cc1, [Na+], O. The product is C=CC(=O)N1CC(c2ccc(Cl)cc2)Sc2ccc3ccccc3c21. As a reaction SMILES: [C:22](=[O:23])([O-:24])[OH:25].[C:28]([CH:29]=[CH2:30])(=[O:31])[Cl:32].[CH2:33]([Cl:34])[Cl:35].[Cl:1][c:2]1[cH:3][cH:4][c:5]([CH:8]2[CH2:9][NH:10][c:11]3[c:12]([cH:14][cH:15][c:16]4[cH:17][cH:18][cH:19][cH:20][c:21]34)[S:13]2)[cH:6][cH:7]1.[Na+:26].[OH2:27]>>[Cl:1][c:2]1[cH:3][cH:4][c:5]([CH:8]2[CH2:9][N:10]([C:28]([CH:29]=[CH2:30])=[O:31])[c:11]3[c:12]([cH:14][cH:15][c:16]4[cH:17][cH:18][cH:19][cH:20][c:21]34)[S:13]2)[cH:6][cH:7]1. Starting materials: CN1C=C(C=N1)C2=C(N=C(C=C2)N)OC, CC1=CN=C(C=C1)C2CN(CC3=C(O2)N=C(C=C3)Cl)C. Reagents/catalysts: CC(C)(C)[O-].[Na+], C1=CC=C(C=C1)P(C2=CC=CC=C2)C3=C(C4=CC=CC=C4C=C3)C5=C(C=CC6=CC=CC=C65)P(C7=CC=CC=C7)C8=CC=CC=C8, C1=CC=C(C=C1)/C=C/C(=O)/C=C/C2=CC=CC=C2.C1=CC=C(C=C1)/C=C/C(=O)/C=C/C2=CC=CC=C2.C1=CC=C(C=C1)/C=C/C(=O)/C=C/C2=CC=CC=C2.[Pd].[Pd]. Run in CC1=CC=CC=C1. Conditions: temperature 100 celsius. Yields the product CC1=CN=C(C=C1)C2CN(CC3=C(O2)N=C(C=C3)NC4=NC(=C(C=C4)C5=CN(N=C5)C)OC)C. Yield: 67.7%. Procedure: 6-methoxy-5-(1-methyl-1H-pyrazol-4-yl)pyridin-2-amine (0.112 g, 0.55 mmol), 6-methoxy-5-(1-methyl-1H-pyrazol-4-yl)pyridin-2-amine (0.112 g, 0.55 mmol), Sodium tert-butoxide (0.079 g, 0.82 mmol), rac-2,2'-Bis(diphenylphosphino)-1,1'-binaphthyl (0.034 g, 0.05 mmol) and Tris(dibenzylideneacetone)dipalladium(0) (0.025 g, 0.03 mmol) were added to a microwave vial then toluene (3 mL) was added. The reaction mixture was flushed with nitrogen and the mixture was heated to 100°C and stirred overnight. Th...